Dataset: the Open Reaction Database (ORD), a public repository of structured organic reaction records. Task: describe an organic reaction: reactants, conditions, products, and yield The reactants are Br, BrBr, O=C([O-])O, CCOC(=O)C(O)(CC(C)(C)c1cccc2c1OCC2)C(F)(F)F, CC(=O)O, [Na+]. Yields the product CCOC(=O)C(O)(CC(C)(C)c1cc(Br)cc2c1OCC2)C(F)(F)F. As a reaction SMILES: [Br:25].[Br:26][Br:27].[C:32](=[O:33])([OH:34])[O-:35].[CH2:1]([CH3:2])[O:3][C:4]([C:5]([CH2:6][C:7]([CH3:8])([CH3:9])[c:10]1[cH:11][cH:12][cH:13][c:14]2[c:18]1[O:17][CH2:16][CH2:15]2)([C:19]([F:20])([F:21])[F:22])[OH:23])=[O:24].[CH3:28][C:29](=[O:30])[OH:31].[Na+:36]>>[CH2:1]([CH3:2])[O:3][C:4]([C:5]([CH2:6][C:7]([CH3:8])([CH3:9])[c:10]1[cH:11][c:12]([Br:26])[cH:13][c:14]2[c:18]1[O:17][CH2:16][CH2:15]2)([C:19]([F:20])([F:21])[F:22])[OH:23])=[O:24]. Starting materials: CC(=O)Cl, Cl, COc1cc(-c2ncnc3c(C(=O)NC4CCCNC4)c[nH]c23)c(OCC2CC2)cc1F. As a reaction SMILES: [CH3:34][C:35]([Cl:36])=[O:37].[ClH:1].[NH:2]1[CH2:3][CH:4]([NH:8][C:9](=[O:10])[c:11]2[cH:12][nH:13][c:14]3[c:15]2[n:16][cH:17][n:18][c:19]3-[c:20]2[c:21]([O:29][CH2:30][CH:31]3[CH2:32][CH2:33]3)[cH:22][c:23]([F:28])[c:24]([O:26][CH3:27])[cH:25]2)[CH2:5][CH2:6][CH2:7]1>>[N:2]1([C:35]([CH3:34])=[O:37])[CH2:3][CH:4]([NH:8][C:9](=[O:10])[c:11]2[cH:12][nH:13][c:14]3[c:15]2[n:16][cH:17][n:18][c:19]3-[c:20]2[c:21]([O:29][CH2:30][CH:31]3[CH2:32][CH2:33]3)[cH:22][c:23]([F:28])[c:24]([O:26][CH3:27])[cH:25]2)[CH2:5][CH2:6][CH2:7]1. Yields the product COc1cc(-c2ncnc3c(C(=O)NC4CCCN(C(C)=O)C4)c[nH]c23)c(OCC2CC2)cc1F. Starting materials: Cl, Cc1cc2cc(F)ccc2n1CC(=O)O, I, CN(C)C=O, O, Sc1ccc(-c2ccccc2)cc1. Yields the product Cc1c(Sc2ccc(-c3ccccc3)cc2)c2cc(F)ccc2n1CC(=O)O. As a reaction SMILES: [ClH:30].[F:1][c:2]1[cH:3][c:4]2[cH:5][c:6]([CH3:15])[n:7]([CH2:11][C:12](=[O:13])[OH:14])[c:8]2[cH:9][cH:10]1.[I:29].[O:31]=[CH:32][N:33]([CH3:34])[CH3:35].[OH2:36].[c:16]1(-[c:23]2[cH:24][cH:25][cH:26][cH:27][cH:28]2)[cH:17][cH:18][c:19]([SH:22])[cH:20][cH:21]1>>[F:1][c:2]1[cH:3][c:4]2[c:5]([S:22][c:19]3[cH:18][cH:17][c:16](-[c:23]4[cH:24][cH:25][cH:26][cH:27][cH:28]4)[cH:21][cH:20]3)[c:6]([CH3:15])[n:7]([CH2:11][C:12](=[O:13])[OH:14])[c:8]2[cH:9][cH:10]1. Run in C(Cl)Cl (methylene chloride). RXN SMILES: [CH2:1]([S:3][CH2:4][CH:5]=[C:6]1[O:12][CH:11]2[N:8]([C:9](=[O:13])[CH2:10]2)[CH:7]1[C:14]([O:16][CH2:17][C:18]1[CH:23]=[CH:22][CH:21]=[CH:20][CH:19]=1)=[O:15])[CH3:2].ClC1C=CC=C(C(OO)=[O:32])C=1>C(Cl)Cl>[CH2:1]([S:3]([CH2:4][CH:5]=[C:6]1[O:12][CH:11]2[N:8]([C:9](=[O:13])[CH2:10]2)[CH:7]1[C:14]([O:16][CH2:17][C:18]1[CH:19]=[CH:20][CH:21]=[CH:22][CH:23]=1)=[O:15])=[O:32])[CH3:2]. Conditions: temperature 0 celsius, time 1 hour. Procedure details: Benzyl 3-(2-ethylthioethylidene)-7-oxo-4-oxa-1-azabicyclo[3,2,0]heptane-2-carboxylate (704 mg) was dissolved in methylene chloride (40 ml) and treated with m-chloroperbenzoic acid (370 mg). The solution was stirred at 0° C. for 1.0 hour and washed with a dilute bicarbonate solution (×2). The extract was dried over MgSO4 and evaporated. Chromatography over silica gel yielded the title product as a mixture of R and S sulphoxides (295 mg); Product: C(C)S(=O)CC=C1C(N2C(CC2O1)=O)C(=O)OCC1=CC=CC=C1 (Benzyl 3-(2-ethylsulphinylethylidene)-7-oxo-4-oxa-1-azabicyclo[3,2,0]heptane-2-carboxylate). Starting materials: C(C)SCC=C1C(N2C(CC2O1)=O)C(=O)OCC1=CC=CC=C1 (Benzyl 3-(2-ethylthioethylidene)-7-oxo-4-oxa-1-azabicyclo[3,2,0]heptane-2-carboxylate), ClC1=CC(=CC=C1)C(=O)OO (m-chloroperbenzoic acid). Starting materials: molecular hydrogen, C1(C=2C(C(N1CC(C(C)N=[N+]=[N-])=O)=O)=CC=CC2)=O (1-phthalimido-3-azido-2-butanone), ethylene ketal. The reagents and catalysts are [Pd] (palladium on charcoal). The solvent is C(C)(=O)OCC (ethyl acetate). The product is C1(C=2C(C(N1CC(C(C)N)=O)=O)=CC=CC2)=O (1-phthalimido-3-amino-2-butanone), ethylene ketal. As a reaction SMILES: [C:1]1(=[O:19])[N:5]([CH2:6][C:7](=[O:13])[CH:8]([N:10]=[N+]=[N-])[CH3:9])[C:4](=[O:14])[C:3]2=[CH:15][CH:16]=[CH:17][CH:18]=[C:2]12>C(OCC)(=O)C.[Pd]>[C:4]1(=[O:14])[N:5]([CH2:6][C:7](=[O:13])[CH:8]([NH2:10])[CH3:9])[C:1](=[O:19])[C:2]2=[CH:18][CH:17]=[CH:16][CH:15]=[C:3]12. Procedure details: In the manner given in example 4, 1-phthalimido-3-azido-2-butanone, ethylene ketal in ethyl acetate is reduced with molecular hydrogen and palladium on charcoal to give 1-phthalimido-3-amino-2-butanone, ethylene ketal. Starting materials: O (water), BrC1=C(C=O)C=C(C(=C1O)O)[N+](=O)[O-] (2-Bromo-3,4-dihydroxy-5-nitrobenzaldehyde), C(C)Br (ethylbromide), C(C)(C)N(C(C)C)CC (N,N-diisopropylethylamine). Run in CN(C=O)C (N,N-dimethylformamide). Product: BrC1=C(C=O)C=C(C(=C1OCC)OCC)[N+](=O)[O-] (2-Bromo-3,4-diethoxy-5-nitrobenzaldehyde). RXN SMILES: [Br:1][C:2]1[C:9]([OH:10])=[C:8]([OH:11])[C:7]([N+:12]([O-:14])=[O:13])=[CH:6][C:3]=1[CH:4]=[O:5].[CH2:15](Br)[CH3:16].[CH:18](N(CC)C(C)C)(C)[CH3:19].O>CN(C)C=O>[Br:1][C:2]1[C:9]([O:10][CH2:18][CH3:19])=[C:8]([O:11][CH2:15][CH3:16])[C:7]([N+:12]([O-:14])=[O:13])=[CH:6][C:3]=1[CH:4]=[O:5]. Reported procedure: 2-Bromo-3,4-dihydroxy-5-nitrobenzaldehyde (5.2 g), ethylbromide (4.5 ml) and N,N-diisopropylethylamine (10.5 ml) in N,N-dimethylformamide (50 ml) were stirred at 70° C. for 2 days. The mixture was poured into water and extracted with ether. The organic phase was washed with NaOH-solution, dried with Na2SO4 and evaporated to dryness.